Dataset: the Open Reaction Database (ORD), a public repository of structured organic reaction records. Task: describe an organic reaction: reactants, conditions, products, and yield Starting materials: O=C(O)CN(CC(=O)O)C(CCCCNC(=O)OCc1ccccc1)C(=O)O, [Na+], [OH-]. Yields the product NCCCCC(C(=O)O)N(CC(=O)O)CC(=O)O. As a reaction SMILES: [CH2:1]([O:2][C:3](=[O:4])[NH:11][CH2:12][CH2:13][CH2:14][CH2:15][CH:16]([C:17](=[O:18])[OH:19])[N:20]([CH2:21][C:22](=[O:23])[OH:24])[CH2:25][C:26](=[O:27])[OH:28])[c:5]1[cH:6][cH:7][cH:8][cH:9][cH:10]1.[Na+:30].[OH-:29]>>[NH2:11][CH2:12][CH2:13][CH2:14][CH2:15][CH:16]([C:17](=[O:18])[OH:19])[N:20]([CH2:21][C:22](=[O:23])[OH:24])[CH2:25][C:26](=[O:27])[OH:28]. The reactants are compound [ 4-6 ], ClC1=C(CCl)C=CC(=C1)F (2-chloro-4-fluorobenzyl chloride), C(C1=CC=CC=C1)N1C=CC2=CC=C(C=C12)CC(=O)O (2-(1-benzyl-1H-indole-6-yl)acetic acid). Product: ClC1=C(CN2C=CC3=CC=C(C=C23)CC(=O)O)C=CC(=C1)F (2-[1-(2-chloro-4-fluorobenzyl)-1H-indole-6-yl]acetic acid), C(C1=CC=CC=C1)N1C=CC2=CC=C(C=C12)CC(=O)O (2-(1-benzyl-1H-indole-6-yl)acetic acid). As a reaction SMILES: [Cl:1][C:2]1[CH:9]=[C:8]([F:10])[CH:7]=[CH:6][C:3]=1[CH2:4]Cl.[CH2:11]([N:18]1[C:26]2[C:21](=[CH:22][CH:23]=[C:24]([CH2:27][C:28]([OH:30])=[O:29])[CH:25]=2)[CH:20]=[CH:19]1)[C:12]1[CH:17]=[CH:16][CH:15]=[CH:14][CH:13]=1>>[Cl:1][C:2]1[CH:9]=[C:8]([F:10])[CH:7]=[CH:6][C:3]=1[CH2:4][N:18]1[C:26]2[C:21](=[CH:22][CH:23]=[C:24]([CH2:27][C:28]([OH:30])=[O:29])[CH:25]=2)[CH:20]=[CH:19]1.[CH2:11]([N:18]1[C:26]2[C:21](=[CH:22][CH:23]=[C:24]([CH2:27][C:28]([OH:30])=[O:29])[CH:25]=2)[CH:20]=[CH:19]1)[C:12]1[CH:13]=[CH:14][CH:15]=[CH:16][CH:17]=1. Procedure details: The titled compound (38 mg) as a white solid was prepared from the compound [4-6] obtained in the process (6) of Example 4 (100 mg) and 2-chloro-4-fluorobenzyl chloride according to the method of the process (7) of Example 4. Reactants: [OH-].[Na+] (sodium hydroxide), O (water), ClC=1N=C(C(=NC1CC)C(=O)N)NC1=CC=C(C=C1)SC (5-chloro-6-ethyl-3-{[4-(methylsulfanyl)phenyl]amino}pyrazine-2-carboxamide), C(C)(=O)O (acetic acid), OO (hydrogen peroxide). The reagents and catalysts are O.O.[O-][W](=O)(=O)[O-].[Na+].[Na+] (sodium tungstate dihydrate). Solvent: C(C)(=O)OCC (ethyl acetate). Conditions: time 30 minute. Yields the product ClC=1N=C(C(=NC1CC)C(=O)N)NC1=CC=C(C=C1)S(=O)(=O)C (5-chloro-6-ethyl-3-{[4-(methylsulfonyl)phenyl]amino}pyrazine-2-carboxamide). RXN SMILES: [Cl:1][C:2]1[N:3]=[C:4]([NH:13][C:14]2[CH:19]=[CH:18][C:17]([S:20][CH3:21])=[CH:16][CH:15]=2)[C:5]([C:10]([NH2:12])=[O:11])=[N:6][C:7]=1[CH2:8][CH3:9].C(O)(=O)C.OO.[OH-:28].[Na+].[OH2:30]>O.O.[O-][W]([O-])(=O)=O.[Na+].[Na+].C(OCC)(=O)C>[Cl:1][C:2]1[N:3]=[C:4]([NH:13][C:14]2[CH:19]=[CH:18][C:17]([S:20]([CH3:21])(=[O:30])=[O:28])=[CH:16][CH:15]=2)[C:5]([C:10]([NH2:12])=[O:11])=[N:6][C:7]=1[CH2:8][CH3:9] |f:3.4,6.7.8.9.10|. Procedure details: To a mixture of 5-chloro-6-ethyl-3-{[4-(methylsulfanyl)phenyl]amino}pyrazine-2-carboxamide (Preparation Example 394) (92 mg) and acetic acid (2.5 mL), sodium tungstate dihydrate (29 mg) and 30% hydrogen peroxide solution (0.15 mL) were added and stirred at room temperature for 30 minutes. After water and ethyl acetate were added to the reaction liquid, 1M aqueous sodium hydroxide was added and stirred for 30 minutes, and the reaction liquid was partitioned. After drying over anhydrous sodium sul... Yields the product CC(C)(C)OC(=O)N1CCC(c2nc(CCc3cccc4ccccc34)cs2)CC1. Reaction SMILES: [CH3:31][OH:32].[H:33][H:34].[c:1]1([CH:11]=[CH:12][c:13]2[n:14][c:15]([CH:18]3[CH2:19][CH2:20][N:21]([C:24](=[O:25])[O:26][C:27]([CH3:28])([CH3:29])[CH3:30])[CH2:22][CH2:23]3)[s:16][cH:17]2)[cH:2][cH:3][cH:4][c:5]2[cH:6][cH:7][cH:8][cH:9][c:10]12>>[c:1]1([CH2:11][CH2:12][c:13]2[n:14][c:15]([CH:18]3[CH2:19][CH2:20][N:21]([C:24](=[O:25])[O:26][C:27]([CH3:28])([CH3:29])[CH3:30])[CH2:22][CH2:23]3)[s:16][cH:17]2)[cH:2][cH:3][cH:4][c:5]2[cH:6][cH:7][cH:8][cH:9][c:10]12. Reactants: CO, [H][H], CC(C)(C)OC(=O)N1CCC(c2nc(C=Cc3cccc4ccccc34)cs2)CC1. Reactants: C(C)(C)(CC)C1=C(C=CC(=C1)C(C)(C)CC)O (2,4-Di-tert-pentylphenol), C(=O)[O-].[K+] (potassium formate), [N+](=O)(O)[O-] (Nitric acid). The reagents and catalysts are N(=O)[O-].[Na+] (sodium nitrite). Solvent: C(C)(=O)OCCC (propyl acetate), O (water), C(C)(=O)OCCC (propyl acetate), O (water), O (water). Yields the product NC1=C(C(=CC(=C1)C(C)(C)CC)C(C)(C)CC)O (2-amino-4,6-di-tert-pentylphenol). Yield: 86.1%. Reaction SMILES: [C:1]([C:6]1[CH:11]=[C:10]([C:12]([CH2:15][CH3:16])([CH3:14])[CH3:13])[CH:9]=[CH:8][C:7]=1[OH:17])([CH2:4][CH3:5])([CH3:3])[CH3:2].[N+:18]([O-])(O)=O.C([O-])=O.[K+]>O.C(OCCC)(=O)C.N([O-])=O.[Na+]>[NH2:18][C:8]1[CH:9]=[C:10]([C:12]([CH2:15][CH3:16])([CH3:14])[CH3:13])[CH:11]=[C:6]([C:1]([CH2:4][CH3:5])([CH3:3])[CH3:2])[C:7]=1[OH:17] |f:2.3,6.7|. Procedure details: 2,4-Di-tert-pentylphenol (93.8 g, 0.4 mol), sodium nitrite (0.6 g, 0.009 mol), 60 mL of water, and 300 mL of propyl acetate were stirred mechanically in a one liter flask at 15-20°. Nitric acid (37.8 g of 70% acid, 0.42 mol) was added slowly via dropping funnel over 30 min keeping the temperature between 25 and 300. The mixture was then stirred vigorously for an additional hour before draining off the lower aqueous phase. The organic layer was washed with a solution of 21 g of sodium bicarbonate... The reactants are C(C)(=O)[O-].[Pb+2].C(C)(=O)[O-] (lead acetate), C(C(C)C)=O (isobutyraldehyde), [H][H] (hydrogen), C(C(C)C)=O (isobutyraldehyde), C(C)=O (acetaldehyde), NC=1C=C(C=CC1)O (m-aminophenol), C(C)=O (acetaldehyde), C(C)(=O)O (acetic acid). Reagents/catalysts: [Pt] (platinum), catalyst. Solvent: CO (methanol), CO (methanol), CO (methanol). Reaction conditions: time 1 hour. Yields the product C(C)N(CCCC)C=1C=C(C=CC1)O (3-(N-Ethyl-N-butylamino)phenol). As a reaction SMILES: [C:1]([O-])(=O)[CH3:2].[Pb+2].[C:6]([O-])(=O)[CH3:7].[NH2:10][C:11]1[CH:12]=[C:13]([OH:17])[CH:14]=[CH:15][CH:16]=1.[H][H].[CH:20](=O)[CH:21](C)C.C(=O)C.C(O)(=O)C>[Pt].CO>[CH2:20]([N:10]([C:11]1[CH:12]=[C:13]([OH:17])[CH:14]=[CH:15][CH:16]=1)[CH2:6][CH2:7][CH2:1][CH3:2])[CH3:21] |f:0.1.2|. Procedure details: 3-(N-Ethyl-N-butylamino)phenol was synthesized by following the procedure of Examples 29 and 30. In a 500 cc-volume SUS-made autoclave equipped with a stirrer were charged 185.5 g of methanol, 1.6 g of a catalyst comprising 5% by weight of platinum supported on activated carbon, and 0.015 g of lead acetate, and the mixture was stirred at room temperature for one hour. Thereafter, 32.7 g (0.30 mole) of m-aminophenol was charged, the hydrogen pressure was maintained at 10 kg/cm2, and 47.6 g of a m... Reactants: OCCBr, CN(C)C=O, O=C1CN2CCOC2(c2ccccc2Cl)c2cc([N+](=O)[O-])ccc2N1, [H-], [Na+]. Yields the product O=C1CN2CCOC2(c2ccccc2Cl)c2cc([N+](=O)[O-])ccc2N1CCO. As a reaction SMILES: [Br:28][CH2:29][CH2:30][OH:31].[CH3:32][N:33]([CH3:34])[CH:35]=[O:36].[Cl:1][c:2]1[c:3]([C:8]23[N:9]([CH2:10][C:11](=[O:22])[NH:12][c:13]4[c:14]2[cH:15][c:16]([N+:19](=[O:20])[O-:21])[cH:17][cH:18]4)[CH2:23][CH2:24][O:25]3)[cH:4][cH:5][cH:6][cH:7]1.[H-:26].[Na+:27]>>[Cl:1][c:2]1[c:3]([C:8]23[N:9]([CH2:10][C:11](=[O:22])[N:12]([CH2:29][CH2:30][OH:31])[c:13]4[c:14]2[cH:15][c:16]([N+:19](=[O:20])[O-:21])[cH:17][cH:18]4)[CH2:23][CH2:24][O:25]3)[cH:4][cH:5][cH:6][cH:7]1.